From a dataset of the Open Reaction Database (ORD), a public repository of structured organic reaction records. describe an organic reaction: reactants, conditions, products, and yield Starting materials: OC1CCN(CC1)C(=O)N1CC(CC(C1)C1=CC=C(C=C1)C(F)(F)F)C(=O)O (1-[(4-Hydroxypiperidin-1-yl)carbonyl]-5-[4-(trifluoromethyl)phenyl]piperidine-3-carboxylic acid), ON=C(C(C)(C)C)N (N′-hydroxy-2,2-dimethylpropanimidamide). Product: C(C)(C)(C)C1=NOC(=N1)C1CN(CC(C1)C1=CC=C(C=C1)C(F)(F)F)C(=O)N1CCC(CC1)O ({3-(3-tert-Butyl-1,2,4-oxadiazol-5-yl)-5-[4-(trifluoromethyl)phenyl]piperidin-1-yl}(4-hydroxypiperidin-1-yl)methanone). Reaction SMILES: [OH:1][CH:2]1[CH2:7][CH2:6][N:5]([C:8]([N:10]2[CH2:15][CH:14]([C:16]3[CH:21]=[CH:20][C:19]([C:22]([F:25])([F:24])[F:23])=[CH:18][CH:17]=3)[CH2:13][CH:12]([C:26]([OH:28])=O)[CH2:11]2)=[O:9])[CH2:4][CH2:3]1.O[N:30]=[C:31]([NH2:36])[C:32]([CH3:35])([CH3:34])[CH3:33]>>[C:32]([C:31]1[N:36]=[C:26]([CH:12]2[CH2:13][CH:14]([C:16]3[CH:17]=[CH:18][C:19]([C:22]([F:24])([F:23])[F:25])=[CH:20][CH:21]=3)[CH2:15][N:10]([C:8]([N:5]3[CH2:6][CH2:7][CH:2]([OH:1])[CH2:3][CH2:4]3)=[O:9])[CH2:11]2)[O:28][N:30]=1)([CH3:35])([CH3:34])[CH3:33]. Procedure details: 100 mg (0.250 mmol) of 1-[(4-hydroxypiperidin-1-yl)carbonyl]-5-[4-(trifluoromethyl)phenyl]piperidine-3-carboxylic acid (Example 99A) and 31.9 mg (0.275 mmol) of N′-hydroxy-2,2-dimethylpropanimidamide were reacted according to the General Method 1. Yield: 55.6 mg (46% of theory). Reactants: N#Cc1cc(Br)ccc1Nc1ccccc1Cl, C1CCOC1, CC(C)(C)[O-], [K+], O=C(n1ccnc1)n1ccnc1. Product: O=C1NCc2cc(Br)ccc2N1c1ccccc1Cl. Reaction SMILES: [Br:1][c:2]1[cH:3][cH:4][c:5]([NH:10][c:11]2[c:12]([Cl:17])[cH:13][cH:14][cH:15][cH:16]2)[c:6]([C:7]#[N:8])[cH:9]1.[CH2:36]1[O:37][CH2:38][CH2:39][CH2:40]1.[CH3:30][C:31]([O-:32])([CH3:33])[CH3:34].[K+:35].[n:18]1([C:23]([n:19]2[cH:20][cH:21][n:22][cH:25]2)=[O:24])[cH:26][cH:27][n:28][cH:29]1>>[Br:1][c:2]1[cH:3][cH:4][c:5]2[c:6]([cH:9]1)[CH2:7][NH:8][C:23](=[O:24])[N:10]2[c:11]1[c:12]([Cl:17])[cH:13][cH:14][cH:15][cH:16]1. The reactants are BrC(C(C)=O)(C)C (3-bromo-3-methyl-2-butanone), C(#N)[S-].[K+] (potassium rhodanide). Run in CC(=O)C (acetone). Yields the product CC(C(C)=O)(C)SC#N (3-methyl-3-thiocyanato-2-butanone). RXN SMILES: Br[C:2]([CH3:7])([CH3:6])[C:3](=[O:5])[CH3:4].[C:8]([S-:10])#[N:9].[K+]>CC(C)=O>[CH3:6][C:2]([S:10][C:8]#[N:9])([CH3:7])[C:3](=[O:5])[CH3:4] |f:1.2|. Procedure details: 16.5 g. (0.1 mol) of 3-bromo-3-methyl-2-butanone and 11.6 g. (0.12 mol) of potassium rhodanide were refluxed for 1-2 hours in 150 ml. of anhydrous acetone. After cooling, the separated potassium bromide was filtered under suction, back-washed with a small amount of acetone and evaporated to dryness in vacuo at 50° C. The residue was taken up in 200 ml. of ether and washed three times with 100 ml. of water. The ether phase was dried over sodium sulfate and evaporated to dryness in vacuo. The crud... The reactants are Cl, O=C(Cl)c1ccc(F)cc1F, O, NNc1ccccc1, c1ccncc1. Product: O=C(O)c1ccc(F)cc1F. As a reaction SMILES: [ClH:1].[F:10][c:11]1[c:12]([C:13](=[O:14])[Cl:15])[cH:16][cH:17][c:18]([F:20])[cH:19]1.[OH2:21].[c:2]1([NH:3][NH2:4])[cH:5][cH:6][cH:7][cH:8][cH:9]1.[cH:22]1[cH:23][cH:24][n:25][cH:26][cH:27]1>>[F:10][c:11]1[c:12]([C:13](=[O:14])[OH:21])[cH:16][cH:17][c:18]([F:20])[cH:19]1. Yields the product OCCCN1CCNCCC1 (1-(3-hydroxy-propyl)-1,4-diazepane). As a reaction SMILES: [C:1]([CH2:3][N:4]([CH2:9][CH2:10][C:11]#[N:12])[CH2:5][CH2:6][CH2:7][OH:8])#N.N>>[OH:8][CH2:7][CH2:6][CH2:5][N:4]1[CH2:9][CH2:10][CH2:11][NH:12][CH2:1][CH2:3]1. Starting materials: C(#N)CN(CCCO)CCC#N (cyanomethyl-(2-cyano-ethyl)-(3-hydroxy-propyl)-amine), N (ammonia). Procedure: hydrogenating the cyanomethyl-(2-cyano-ethyl)-(3-hydroxy-propyl)-amine in the presence of a hydrogenation catalyst and ammonia to form 1-(3-hydroxy-propyl)-1,4-diazepane; The reactants are COc1cc(Br)ccc1O, O=C([O-])[O-], CCOCC, CC#N, Fc1ccccc1CBr, [K+], [K+]. Yields the product COc1cc(Br)ccc1OCc1ccccc1F. As a reaction SMILES: [Br:1][c:2]1[cH:3][c:4]([O:9][CH3:10])[c:5]([OH:8])[cH:6][cH:7]1.[C:11](=[O:12])([O-:13])[O-:14].[CH2:26]([O:27][CH2:28][CH3:29])[CH3:30].[CH3:31][C:32]#[N:33].[F:17][c:18]1[c:19]([CH2:20][Br:21])[cH:22][cH:23][cH:24][cH:25]1.[K+:15].[K+:16]>>[Br:1][c:2]1[cH:3][c:4]([O:9][CH3:10])[c:5]([O:8][CH2:20][c:19]2[c:18]([F:17])[cH:25][cH:24][cH:23][cH:22]2)[cH:6][cH:7]1.